Task: describe an organic reaction: reactants, conditions, products, and yield. Dataset: the Open Reaction Database (ORD), a public repository of structured organic reaction records Reactants: ice water, N1=NC=C(C=C1)N (pyridazine-4-amine), N1=CC=CC=C1 (pyridine), ClC(=O)OCC(Cl)(Cl)Cl (2,2,2-trichloroethyl chloroformate). The solvent is O1CCCC1 (tetrahydrofuran). Reaction conditions: time 1.5 hour. Yields the product N1=NC=C(C=C1)NC(OCC(Cl)(Cl)Cl)=O (2,2,2-Trichloroethyl pyridazin-4-ylcarbamate). The yield is 4.4%. RXN SMILES: [N:1]1[CH:6]=[CH:5][C:4]([NH2:7])=[CH:3][N:2]=1.N1C=CC=CC=1.Cl[C:15]([O:17][CH2:18][C:19]([Cl:22])([Cl:21])[Cl:20])=[O:16]>O1CCCC1>[N:1]1[CH:6]=[CH:5][C:4]([NH:7][C:15](=[O:16])[O:17][CH2:18][C:19]([Cl:22])([Cl:21])[Cl:20])=[CH:3][N:2]=1. Procedure: To a solution of pyridazine-4-amine (1.73 g, 18.2 mmol) and pyridine (4.41 ml, 54.6 mmol) in tetrahydrofuran (100 ml) was added 2,2,2-trichloroethyl chloroformate (3.76 ml, 27.3 mmol) was added, the mixture was stirred for 1.5 hours with ice-cooling, the reaction mixture was poured into ice-water and the mixture was extracted with ethyl acetate. The extract was washed with water and dried over anhydrous magnesium sulfate and the solvent was distilled off under reduced pressure to obtain the desi... Starting materials: C1CCOC1, [Li]C(C)CC, CC(C)[Si](C(C)C)(C(C)C)n1ccc2cc(Cl)cnc21, CC(C)(C)OC(=O)N1CCC(CC(=O)Cl)CC1, O. Product: CC(C)[Si](C(C)C)(C(C)C)n1ccc2c(C(=O)CC3CCN(C(=O)OC(C)(C)C)CC3)c(Cl)cnc21. RXN SMILES: [CH2:44]1[O:45][CH2:46][CH2:47][CH2:48]1.[CH:21]([Li:22])([CH2:23][CH3:24])[CH3:25].[Cl:1][c:2]1[cH:3][c:4]2[c:5]([n:6][cH:7]1)[n:8]([Si:11]([CH:12]([CH3:13])[CH3:14])([CH:15]([CH3:16])[CH3:17])[CH:18]([CH3:19])[CH3:20])[cH:9][cH:10]2.[Cl:26][C:27]([CH2:28][CH:29]1[CH2:30][CH2:31][N:32]([C:35](=[O:36])[O:37][C:38]([CH3:39])([CH3:40])[CH3:41])[CH2:33][CH2:34]1)=[O:42].[OH2:43]>>[Cl:1][c:2]1[c:3]([C:27]([CH2:28][CH:29]2[CH2:30][CH2:31][N:32]([C:35](=[O:36])[O:37][C:38]([CH3:39])([CH3:40])[CH3:41])[CH2:33][CH2:34]2)=[O:42])[c:4]2[c:5]([n:6][cH:7]1)[n:8]([Si:11]([CH:12]([CH3:13])[CH3:14])([CH:15]([CH3:16])[CH3:17])[CH:18]([CH3:19])[CH3:20])[cH:9][cH:10]2.